From a dataset of the Open Reaction Database (ORD), a public repository of structured organic reaction records. describe an organic reaction: reactants, conditions, products, and yield Starting materials: CCN=C=NCCCN(C)C, CC(C)n1ncnc1-c1cn2c(n1)-c1ccc(N3CCCCC3C(=O)O)cc1OCC2, CCN(C(C)C)C(C)C, [Cl-], [NH4+], CN(C)C=O, On1nnc2ccccc21. Yields the product CC(C)n1ncnc1-c1cn2c(n1)-c1ccc(N3CCCCC3C(N)=O)cc1OCC2. RXN SMILES: [CH3:32][CH2:33][N:34]=[C:35]=[N:36][CH2:37][CH2:38][CH2:39][N:40]([CH3:41])[CH3:42].[CH:1]([CH3:2])([CH3:3])[n:4]1[n:5][cH:6][n:7][c:8]1-[c:9]1[cH:10][n:11]2[c:17]([n:18]1)-[c:16]1[c:15]([cH:22][c:21]([N:23]3[CH:24]([C:29](=[O:30])[OH:31])[CH2:25][CH2:26][CH2:27][CH2:28]3)[cH:20][cH:19]1)[O:14][CH2:13][CH2:12]2.[CH:53]([N:54]([CH2:55][CH3:56])[CH:57]([CH3:58])[CH3:59])([CH3:60])[CH3:61].[Cl-:62].[NH4+:63].[O:64]=[CH:65][N:66]([CH3:67])[CH3:68].[OH:43][n:44]1[c:45]2[c:46]([cH:47][cH:48][cH:49][cH:50]2)[n:51][n:52]1>>[CH:1]([CH3:2])([CH3:3])[n:4]1[n:5][cH:6][n:7][c:8]1-[c:9]1[cH:10][n:11]2[c:17]([n:18]1)-[c:16]1[c:15]([cH:22][c:21]([N:23]3[CH:24]([C:29](=[O:30])[NH2:34])[CH2:25][CH2:26][CH2:27][CH2:28]3)[cH:20][cH:19]1)[O:14][CH2:13][CH2:12]2. As a reaction SMILES: [OH:1][C:2]1[CH:3]=[C:4]([CH:8]([CH3:14])[C:9]([O:11][CH2:12][CH3:13])=[O:10])[CH:5]=[CH:6][CH:7]=1.[N+:15]([O-])([OH:17])=[O:16].O>C(O)(=O)C>[OH:1][C:2]1[CH:3]=[C:4]([CH:8]([CH3:14])[C:9]([O:11][CH2:12][CH3:13])=[O:10])[CH:5]=[CH:6][C:7]=1[N+:15]([O-:17])=[O:16]. Yields the product OC=1C=C(C=CC1[N+](=O)[O-])C(C(=O)OCC)C (Ethyl 2-(3-hydroxy-4-nitrophenyl)propanoate). Run in C(C)(=O)O (acetic acid), C(C)(=O)O (acetic acid). Reactants: O (water), OC=1C=C(C=CC1)C(C(=O)OCC)C (Ethyl 2-(3-hydroxyphenyl)propanoate), [N+](=O)(O)[O-] (nitric acid). Isolated yield 30.8%. Reported procedure: A solution of Ethyl 2-(3-hydroxyphenyl)propanoate (2.51 g, 12.9 mmol) in acetic acid (20 mL) was added nitric acid (1.45 g, 13.8 mmol) in acetic acid (2 mL) at room temperature. Then the colorless oil changed to the dark brown oil after 1˜2 minutes stirred. The reaction mixture was stirred for 15 minutes at room temperature then poured into iced water (100 mL), and extracted with EtOAc. The organic layer was dried over MgSO4, filtered, and concentrated in vacuo. The residue was purified by flash... Starting materials: P12(=S)SP3(=S)SP(=S)(S1)SP(=S)(S2)S3 (P2S5), [F-].[Li+] (lithium fluoride), FF (fluorine), [F-] (fluoride), S([Li])[Li] (Li2S), P12(=S)SP3(=S)SP(=S)(S1)SP(=S)(S2)S3 (P2S5), [F-].[Li+] (LiF), zirconia, zirconia, [F-].[Li+] (LiF), S([Li])[Li] (Li2S), [S-2].[Li+].[Li+] (Lithium sulfide), [P]=S (phosphorus sulfide). Reaction conditions: time 40 hour. Yields the product S([Li])[Li].P12(=S)SP3(=S)SP(=S)(S1)SP(=S)(S2)S3 (Li2S P2S5), FF (fluorine). As a reaction SMILES: [S-2].[Li+].[Li+].[P]=S.[F-:6].[Li+].[F-:8].[S:9]([Li:11])[Li:10].[P:12]12([S:24][P:22]3([S:25][P:15]([S:17][P:18]([S:21]3)([S:20]1)=[S:19])(=[S:16])[S:14]2)=[S:23])=[S:13].FF>>[S:9]([Li:11])[Li:10].[P:12]12([S:14][P:15]3([S:17][P:18]([S:21][P:22]([S:25]3)([S:24]1)=[S:23])(=[S:19])[S:20]2)=[S:16])=[S:13].[F:6][F:8] |f:0.1.2,4.5,10.11,^1:3|. Procedure: Lithium sulfide (Li2S) and phosphorus sulfide (P2S5) were used as the material composition, and lithium fluoride (LiF) was used as the fluoride. The powder of them was placed in a glove box in an atmosphere of argon, and 0.3828 g Li2S, 0.6172 g P2S5 and 0.01 g LiF were weighed and then these were mixed in an agate mortar. At this time, the ratio of Li2S and P2S5 was 75:25 on a molar basis. In addition, the amount of LiF added was 6.5 mole percent on a fluorine basis with respect to the solid ele...